This data is from the Open Reaction Database (ORD), a public repository of structured organic reaction records. The task is: describe an organic reaction: reactants, conditions, products, and yield Reactants: P([O-])([O-])([O-])=S.[Na+].[Na+].[Na+] (trisodium phosphorothioate), Cl.C(N)(=O)O[C@H]1CN(CC1)C(CCl)=N (2-[(3R)-3-carbamoyloxypyrrolidin-1-yl]-2-iminoethylchloride hydrochloride), Cl (hydrochloric acid). Solvent: ice water, O (water). Conditions: time 3 hour. The product is Cl.C(N)(=O)O[C@H]1CN(CC1)C(CS)=N (2-[(3R)-3-carbamoyloxypyrrolidin-1-yl]-2-iminoethylmercaptan hydrochloride). Yield: 104.3%. Reaction SMILES: P(=[S:5])([O-])([O-])[O-].[Na+].[Na+].[Na+].Cl.[C:10]([O:13][C@@H:14]1[CH2:18][CH2:17][N:16]([C:19](=[NH:22])[CH2:20][Cl:21])[CH2:15]1)(=[O:12])[NH2:11].Cl>O>[ClH:21].[C:10]([O:13][C@@H:14]1[CH2:18][CH2:17][N:16]([C:19](=[NH:22])[CH2:20][SH:5])[CH2:15]1)(=[O:12])[NH2:11] |f:0.1.2.3,4.5,8.9|. Reported procedure: 0.945 g of trisodium phosphorothioate were added to a solution of 1.21 g of 2-[(3R)-3-carbamoyloxypyrrolidin-1-yl]-2-iminoethylchloride hydrochloride in 8 ml of water, kept cooled in ice-water, and the mixture was stirred for about 3 hours at room temperature. After adding 6 ml of 1N hydrochloric acid, the mixture was heated to 50° C. for 30 minutes, and the solvent was then distilled off under reduced pressure. The concentrate was mixed with 8 ml of methanol, insolubles were filtered off, and t... Starting materials: CCO, CN(CCN)Cc1ccc(Cl)nc1, CSC(=C[N+](=O)[O-])SC. The product is CSC(=C[N+](=O)[O-])NCCN(C)Cc1ccc(Cl)nc1. RXN SMILES: [CH3:23][CH2:24][OH:25].[Cl:1][c:2]1[n:3][cH:4][c:5]([CH2:8][N:9]([CH2:10][CH2:11][NH2:12])[CH3:13])[cH:6][cH:7]1.[N+:14](=[O:15])([O-:16])[CH:17]=[C:18]([S:19][CH3:20])[S:21][CH3:22]>>[Cl:1][c:2]1[n:3][cH:4][c:5]([CH2:8][N:9]([CH2:10][CH2:11][NH:12][C:18](=[CH:17][N+:14](=[O:15])[O-:16])[S:19][CH3:20])[CH3:13])[cH:6][cH:7]1. Starting materials: O=C([O-])[O-], CO, O=Cc1ccccc1, Cl, [K+], [K+], NO. Reaction SMILES: [C:12](=[O:13])([O-:14])[O-:15].[CH3:18][OH:19].[CH:1](=[O:2])[c:3]1[cH:4][cH:5][cH:6][cH:7][cH:8]1.[ClH:11].[K+:16].[K+:17].[NH2:9][OH:10]>>[CH:1]([c:3]1[cH:4][cH:5][cH:6][cH:7][cH:8]1)=[N:9][OH:10]. The product is ON=Cc1ccccc1. Reactants: C1C(CC2=CC=CC=C12)OC=1C=C(C=CC1OC)C=1C=NC(NC1)=O (5-[3-(Indan-2-yloxy)-4-methoxyphenyl]-1,2-dihydro-2-pyrimidinone), [BH3-]C#N.[Na+] (NaCNBH3). Run in C(C)(=O)O (acetic acid). Yields the product C1C(CC2=CC=CC=C12)OC=1C=C(C=CC1OC)C=1CNC(NC1)=O (5-[3-(Indan-2-yloxy)-4-Methoxyphenyl]-1,2,3,4-Tetrahydro-2-Pyrimidinone). Yield: 86.5%. Reaction SMILES: [CH2:1]1[C:9]2[C:4](=[CH:5][CH:6]=[CH:7][CH:8]=2)[CH2:3][CH:2]1[O:10][C:11]1[CH:12]=[C:13]([C:19]2[CH:20]=[N:21][C:22](=[O:25])[NH:23][CH:24]=2)[CH:14]=[CH:15][C:16]=1[O:17][CH3:18].[BH3-]C#N.[Na+]>C(O)(=O)C>[CH2:1]1[C:9]2[C:4](=[CH:5][CH:6]=[CH:7][CH:8]=2)[CH2:3][CH:2]1[O:10][C:11]1[CH:12]=[C:13]([C:19]2[CH2:24][NH:23][C:22](=[O:25])[NH:21][CH:20]=2)[CH:14]=[CH:15][C:16]=1[O:17][CH3:18] |f:1.2|. Procedure details: 5-[3-(Indan-2-yloxy)-4-methoxyphenyl]-1,2-dihydro-2-pyrimidinone (740 mg, 2.2 mmol) is dissolved in 10 ml. acetic acid cooled in an ice bath and treated with NaCNBH3 (140 mg, 2.2 mmol). The reaction is stirred for hours and is worked up by dilution with water and extraction with ethyl acetate. The collected organics are washed with water, brine, dried over Na2SO4, filtered and concentrated in vacuo to afford 640 mg (87.4%) of the title product as a white crystalline solid. Starting materials: C(C1=CC=CC=C1)N1CC(C(C1)C1=CC(=C(C=C1)Cl)Cl)C(C)O ((RS)-1-[(3RS,4SR)-1-benzyl-4-(3,4-dichloro-phenyl)-pyrrolidin-3-yl]-ethanol), C1=CC=C(C=C1)P(C2=CC=CC=C2)C3=CC=CC=C3 (PPh3), C1=CC=C(C=C1)COC(=O)/N=N/C(=O)OCC2=CC=CC=C2 (DBAD), FC(C=1C=CC(=NC1)O)(F)F (5-trifluoromethyl-pyridin-2-ol). Run in C1CCOC1 (THF). Product: C(C1=CC=CC=C1)N1CC(C(C1)C1=CC(=C(C=C1)Cl)Cl)C(C)OC1=NC=C(C=C1)C(F)(F)F (2-{(SR)-1-[(3RS,4SR)-1-Benzyl-4-(3,4-dichloro-phenyl)-pyrrolidin-3-yl]-ethoxy}-5-trifluoromethyl-pyridine). Isolated yield 77.6%. Reaction SMILES: C1C=CC(P(C2C=CC=CC=2)C2C=CC=CC=2)=CC=1.[F:20][C:21]([F:30])([F:29])[C:22]1[CH:23]=[CH:24][C:25]([OH:28])=[N:26][CH:27]=1.C1C=CC(COC(/N=N/C(OCC2C=CC=CC=2)=O)=O)=CC=1.[CH2:53]([N:60]1[CH2:64][CH:63]([C:65]2[CH:70]=[CH:69][C:68]([Cl:71])=[C:67]([Cl:72])[CH:66]=2)[CH:62]([CH:73](O)[CH3:74])[CH2:61]1)[C:54]1[CH:59]=[CH:58][CH:57]=[CH:56][CH:55]=1>C1COCC1>[CH2:53]([N:60]1[CH2:64][CH:63]([C:65]2[CH:70]=[CH:69][C:68]([Cl:71])=[C:67]([Cl:72])[CH:66]=2)[CH:62]([CH:73]([O:28][C:25]2[CH:24]=[CH:23][C:22]([C:21]([F:20])([F:29])[F:30])=[CH:27][N:26]=2)[CH3:74])[CH2:61]1)[C:54]1[CH:55]=[CH:56][CH:57]=[CH:58][CH:59]=1. Reported procedure: To a suspension of PPh3 (PPh3 polymer bound, 3 mmol PPh3/g resin) (0.77 g) in THF (25 mL) at 0° C. were added 5-trifluoromethyl-pyridin-2-ol (0.28 g, 1.75 mmol) and then DBAD (0.43 g). After 5 minutes was added (RS)-1-[(3RS,4SR)-1-benzyl-4-(3,4-dichloro-phenyl)-pyrrolidin-3-yl]-ethanol (0.41 g, 1.17 mmol, described herein above). The reaction mixture was stirred over night at RT, filtered on celite and concentrated under vacuo. Extraction with EtOAc/aq.NaOH 1M, followed by column chromatography ... The reactants are [OH-].[Na+] (sodium hydroxide), N1CCNCC1 (piperazine), C(C)(=O)[O-].[Na+] (sodium acetate), O1C(COC2=C1C=CC=C2)C(=O)Cl (1,4-Benzodioxan-2-carbonyl chloride), [OH-].[Na+] (sodium hydroxide), Cl (hydrochloric acid), [OH-].[Na+] (sodium hydroxide). The solvent is O (water), CC(=O)C (acetone), O (Water). Yields the product Cl.O1C(COC2=C1C=CC=C2)C(=O)N2CCNCC2 (N-(1,4-benzodioxan-2-carbonyl)-piperazine hydrochloride). Isolated yield 12.3%. RXN SMILES: [NH:1]1[CH2:6][CH2:5][NH:4][CH2:3][CH2:2]1.C([O-])(=O)C.[Na+].Cl.[O:13]1[C:18]2[CH:19]=[CH:20][CH:21]=[CH:22][C:17]=2[O:16][CH2:15][CH:14]1[C:23]([Cl:25])=[O:24].[OH-].[Na+]>O.CC(C)=O>[ClH:25].[O:13]1[C:18]2[CH:19]=[CH:20][CH:21]=[CH:22][C:17]=2[O:16][CH2:15][CH:14]1[C:23]([N:1]1[CH2:6][CH2:5][NH:4][CH2:3][CH2:2]1)=[O:24] |f:1.2,5.6,9.10|. Procedure: A suspension of piperazine (11.88 g.) and sodium acetate (20.30 g.) in a mixture of water (70 ml.) and acetone (95 ml.) was stirred at 10°-15° C., then concentrated hydrochloric acid was added (about 35 ml.) until the pH of the solution reached 1.5. 1,4-Benzodioxan-2-carbonyl chloride (31.0 g.) and sodium hydroxide (5 N, about 45 ml.) were then added portionwise while maintaining the temperature at 10°-15° C., the sodium hydroxide maintaining the pH at 1.7-2.2. After the addition was complete, t...